describe an organic reaction: reactants, conditions, products, and yield From a dataset of the Open Reaction Database (ORD), a public repository of structured organic reaction records. Starting materials: Cl (hydrochloric acid), FC1=C(C=CC(=C1)[N+](=O)[O-])C(F)(F)F (2-fluoro,4-nitrobenzotrifluoride), [OH-].[Na+] (sodium hydroxide), stannous chloride dihydrate. Run in C(C)O (ethanol). The product is NC1=CC(=C(C=C1)C(F)(F)F)F (4-amino,2-fluorobenzotrifluoride). As a reaction SMILES: Cl.[F:2][C:3]1[CH:8]=[C:7]([N+:9]([O-])=O)[CH:6]=[CH:5][C:4]=1[C:12]([F:15])([F:14])[F:13].[OH-].[Na+]>C(O)C>[NH2:9][C:7]1[CH:6]=[CH:5][C:4]([C:12]([F:13])([F:14])[F:15])=[C:3]([F:2])[CH:8]=1 |f:2.3|. Procedure details: To a solution of 20 ml of concentrated hydrochloric acid and 15 ml of 95% ethanol is added 5.0 g (24 mmole) of 2-fluoro,4-nitrobenzotrifluoride. The mixture is stirred and 20 g (88 mmole) of stannous chloride dihydrate is added in portions over a 30 min period. The reaction is exothermic and during the addition the temperature is maintained at 60°. When the addition is complete, the mixture is stirred at 60° for an additional 30 min. The reaction is cooled and poured onto a mixture of ice and 36... Reactants: ClC1=C(C=CC=C1)SC1=CC=CC=2CC(OC21)=O (7-(2-Chlorophenylthio)-2,3-dihydrobenzofuran-2-one), [OH-].[K+] (potassium hydroxide). Solvent: CO (methanol). Product: OC1=C(C=CC=C1SC1=C(C=CC=C1)Cl)CC(=O)O (2-[2-hydroxy-3-(2-chlorophenylthio)phenyl]acetic acid). RXN SMILES: [Cl:1][C:2]1[CH:7]=[CH:6][CH:5]=[CH:4][C:3]=1[S:8][C:9]1[C:17]2[O:16][C:15](=[O:18])[CH2:14][C:13]=2[CH:12]=[CH:11][CH:10]=1.[OH-:19].[K+]>CO>[OH:16][C:17]1[C:9]([S:8][C:3]2[CH:4]=[CH:5][CH:6]=[CH:7][C:2]=2[Cl:1])=[CH:10][CH:11]=[CH:12][C:13]=1[CH2:14][C:15]([OH:18])=[O:19] |f:1.2|. Procedure details: 7-(2-Chlorophenylthio)-2,3-dihydrobenzofuran-2-one (0.2 g) was added to a solution of potassium hydroxide in methanol, and the mixture was stirred under warming to give 2-[2-hydroxy-3-(2-chlorophenylthio)phenyl]acetic acid (0.2 g), mp. 91°-93° C. Reactants: C(C1=CC=CC=C1)OC1=C2N(C(=NC1=O)CC1(CCCC1)N1C=CC=3C1=NC=CC3)CCN(C2=O)C (9-benzyloxy-2-methyl-6-(1-pyrrolo[2,3-b]pyridin-1-yl-cyclopentylmethyl)-3,4-dihydro-2H-pyrazino[1,2-c]pyrimidine-1,8-dione), C1(CCC1)N(C(=O)C1=NC(=NC(=C1OCC1=CC=CC=C1)O)CC1(CCCC1)N1C=CC=2C1=NC=CC2)CCO (5-Benzyloxy-6-hydroxy-2-(1-pyrrolo[2,3-b]pyridin-1-yl-cyclopentylmethyl)-pyrimidine-4-carboxylic acid cyclobutyl-(2-hydroxyethyl)-amide). Product: C(C1=CC=CC=C1)OC1=C2N(C(=NC1=O)CC1(CCCC1)N1C=CC=3C1=NC=CC3)CCN(C2=O)C2CCC2 (9-Benzyloxy-2-cyclobutyl-6-(1-pyrrolo[2,3-b]pyridin-1-yl-cyclopentylmethyl)-3,4-dihydro-2H-pyrazino[1,2-c]pyrimidine-1,8-dione), solid. Yield: 75.0%. As a reaction SMILES: C(OC1C(=O)N=C(CC2(N3C4=NC=CC=C4C=C3)CCCC2)N2CCN(C)C(=O)C=12)C1C=CC=CC=1.[CH:37]1([N:41]([CH2:74][CH2:75]O)[C:42]([C:44]2[C:49]([O:50][CH2:51][C:52]3[CH:57]=[CH:56][CH:55]=[CH:54][CH:53]=3)=[C:48]([OH:58])[N:47]=[C:46]([CH2:59][C:60]3([N:65]4[C:69]5=[N:70][CH:71]=[CH:72][CH:73]=[C:68]5[CH:67]=[CH:66]4)[CH2:64][CH2:63][CH2:62][CH2:61]3)[N:45]=2)=[O:43])[CH2:40][CH2:39][CH2:38]1>>[CH2:51]([O:50][C:49]1[C:48](=[O:58])[N:47]=[C:46]([CH2:59][C:60]2([N:65]3[C:69]4=[N:70][CH:71]=[CH:72][CH:73]=[C:68]4[CH:67]=[CH:66]3)[CH2:61][CH2:62][CH2:63][CH2:64]2)[N:45]2[CH2:75][CH2:74][N:41]([CH:37]3[CH2:38][CH2:39][CH2:40]3)[C:42](=[O:43])[C:44]=12)[C:52]1[CH:57]=[CH:56][CH:55]=[CH:54][CH:53]=1. Procedure details: 9-Benzyloxy-2-cyclobutyl-6-(1-pyrrolo[2,3-b]pyridin-1-yl-cyclopentylmethyl)-3,4-dihydro-2H-pyrazino[1,2-c]pyrimidine-1,8-dione (427) was prepared following the same method as described for 9-benzyloxy-2-methyl-6-(1-pyrrolo[2,3-b]pyridin-1-yl-cyclopentylmethyl)-3,4-dihydro-2H-pyrazino[1,2-c]pyrimidine-1,8-dione (407) from 5-benzyloxy-6-hydroxy-2-(1-pyrrolo[2,3-b]pyridin-1-yl-cyclopentylmethyl)-pyrimidine-4-carboxylic acid cyclobutyl-(2-hydroxyethyl)-amide (426) (90 mg, 0.17 mmol) and was obtained... Starting materials: [BH4-], CC(C)=CCCC(C)CCOC(=O)c1ccccc1C(=O)[O-], CO, O=C(Cl)C(=O)Cl, [K+], [Na+], O=S(=O)([O-])O. Yields the product CC(C)=CCCC(C)CCOC(=O)c1ccccc1CO. Reaction SMILES: [BH4-:29].[C:1]([c:2]1[c:3]([C:4](=[O:5])[O-:6])[cH:7][cH:8][cH:9][cH:10]1)(=[O:11])[O:12][CH2:13][CH2:14][CH:15]([CH3:16])[CH2:17][CH2:18][CH:19]=[C:20]([CH3:21])[CH3:22].[CH3:37][OH:38].[Cl:23][C:24]([C:25]([Cl:26])=[O:27])=[O:28].[K+:36].[Na+:30].[S:31](=[O:32])(=[O:33])([OH:34])[O-:35]>>[C:1]([c:2]1[c:3]([CH2:4][OH:5])[cH:7][cH:8][cH:9][cH:10]1)(=[O:11])[O:12][CH2:13][CH2:14][CH:15]([CH3:16])[CH2:17][CH2:18][CH:19]=[C:20]([CH3:21])[CH3:22]. The reactants are O=C(CC(=O)OC)NC1=CC(=CC=C1)C(F)(F)F (Methyl 3-oxo-3-(3-(trifluoromethyl)phenylamino)propanoate), Cl (Hydrochloric acid), COC(CC(C)=O)OC (4,4-dimethoxybutan-2-one), C[O-].[Na+] (Sodium methoxide), [OH-].[Na+] (sodium hydroxide). The solvent is C(C)O (ethanol), C(C)O (ethanol), O (Water). Yields the product CC1=CC=C(C(N1C1=CC(=CC=C1)C(F)(F)F)=O)C(=O)O (6-methyl-2-oxo-1-[3-(trifluoromethyl)phenyl]-1,2-dihydropyridine-3-carboxylic acid). Yield: 73.5%. Reaction SMILES: [O:1]=[C:2]([NH:8][C:9]1[CH:14]=[CH:13][CH:12]=[C:11]([C:15]([F:18])([F:17])[F:16])[CH:10]=1)[CH2:3][C:4]([O:6]C)=[O:5].CO[CH:21](OC)[CH2:22][C:23](=O)[CH3:24].C[O-].[Na+].[OH-].[Na+].Cl>O.C(O)C>[CH3:21][C:22]1[N:8]([C:9]2[CH:14]=[CH:13][CH:12]=[C:11]([C:15]([F:18])([F:17])[F:16])[CH:10]=2)[C:2](=[O:1])[C:3]([C:4]([OH:6])=[O:5])=[CH:24][CH:23]=1 |f:2.3,4.5|. Procedure details: Methyl 3-oxo-3-(3-(trifluoromethyl)phenylamino)propanoate (62.0 kg, 1 mol eq, limiting reagent) was charged followed by ethanol (310 L, 5 rel vol, 5.3 rel vol). 4,4-dimethoxybutan-2-one (37.6 kg, 1.2 mol eq) was charged followed by an ethanol line rinse (18.6 L, 0.3 rel vol) and the temperature adjusted to 50° C. Sodium methoxide (30% w/w in methanol) (141.0 kg, 3.3 mol eq) charged maintaining the temperature below 55° C. An ethanol line rinse (31.0 L, 0.5 rel vol) was applied. The reaction was ...